From a dataset of the Open Reaction Database (ORD), a public repository of structured organic reaction records. describe an organic reaction: reactants, conditions, products, and yield Starting materials: [I-].C(C)OC(CN1CC[N+](CC1)(C)C)=O (4-(2-ethoxy-2-oxoethyl)-1,1-dimethylpiperazinium iodide). The solvent is O (water). Yields the product [I-].C(=O)(O)CN1CC[N+](CC1)(C)C (4-carboxymethyl-1,1-dimethylpiperazinium iodide). Isolated yield 50.9%. As a reaction SMILES: [I-:1].C([O:4][C:5](=[O:15])[CH2:6][N:7]1[CH2:12][CH2:11][N+:10]([CH3:14])([CH3:13])[CH2:9][CH2:8]1)C>O>[I-:1].[C:5]([CH2:6][N:7]1[CH2:8][CH2:9][N+:10]([CH3:14])([CH3:13])[CH2:11][CH2:12]1)([OH:15])=[O:4] |f:0.1,3.4|. Procedure: 11.77 g of 4-(2-ethoxy-2-oxoethyl)-1,1-dimethylpiperazinium iodide (22) was refluxed in 600 ml water for 48 h. The reaction mixture was evaporated to dryness and the product was crystallized with diethyl ether from ethanol. Yielded white powder 5.484 g (51%). 1H NMR at 300K (D2O): δ 3.30 (6H, s), 3.51 (4H, s), 3.69 (2H, s), 3.73 (4H, bm) RXN SMILES: [CH3:1][N:2]1[CH2:7][CH2:6][C:5](=O)[CH2:4][CH2:3]1.[NH2:9][C:10]1[CH:11]=[C:12]2[C:16](=[CH:17][CH:18]=1)[NH:15][N:14]=[CH:13]2.CO.[BH4-].[Na+]>CC(C)[O-].CC(C)[O-].CC(C)[O-].CC(C)[O-].[Ti+4].C(OCC)(=O)C.O>[NH:15]1[C:16]2[C:12](=[CH:11][C:10]([NH:9][CH:5]3[CH2:6][CH2:7][N:2]([CH3:1])[CH2:3][CH2:4]3)=[CH:18][CH:17]=2)[CH:13]=[N:14]1 |f:3.4,5.6.7.8.9|. Isolated yield 41.4%. The product is N1N=CC2=CC(=CC=C12)NC1CCN(CC1)C (N-(1H-5-Indazolyl)-N-(1-methyl-4-piperidyl)amine). Solvent: O (water), CC([O-])C.CC([O-])C.CC([O-])C.CC([O-])C.[Ti+4] (titanium tetraisopropoxide), C(C)(=O)OCC (ethyl acetate). Run at time 18 hour. Procedure: 1-Methyl-4-piperidone (300 mg) was dissolved in titanium tetraisopropoxide (1.5 g). 5-Aminoindazole (282 mg) was added to the solution, and the mixture was stirred at room temperature for 18 hr. Methanol and sodium borohydride (50 mg) were added to the reaction solution, and the mixture was stirred for 18 hr. The reaction solution was diluted with ethyl acetate, and a minor amount of water was added thereto, and the mixture was then filtered under the reduced pressure. The filtrate was concentra... Reactants: NC=1C=C2C=NNC2=CC1 (5-Aminoindazole), CN1CCC(CC1)=O (1-Methyl-4-piperidone), CO (Methanol), [BH4-].[Na+] (sodium borohydride).